describe an organic reaction: reactants, conditions, products, and yield From a dataset of the Open Reaction Database (ORD), a public repository of structured organic reaction records. Run in C1(=CC=CC=C1)C (toluene). As a reaction SMILES: [Cl:1][C:2]1[CH:15]=[CH:14][C:5]([O:6][C:7]2[S:8][C:9]([CH:12]=O)=[CH:10][N:11]=2)=[CH:4][CH:3]=1.[C:16]([CH:21]=P(C1C=CC=CC=1)(C1C=CC=CC=1)C1C=CC=CC=1)([O:18][CH2:19][CH3:20])=[O:17]>C1(C)C=CC=CC=1>[Cl:1][C:2]1[CH:15]=[CH:14][C:5]([O:6][C:7]2[S:8][C:9](/[CH:12]=[CH:21]/[C:16]([O:18][CH2:19][CH3:20])=[O:17])=[CH:10][N:11]=2)=[CH:4][CH:3]=1. Yields the product ClC1=CC=C(OC=2SC(=CN2)/C=C/C(=O)OCC)C=C1 (ethyl trans-3-(2-(4-chlorOphenoxy)-5-thiazolyl)propenoate). Starting materials: ClC1=CC=C(OC=2SC(=CN2)C=O)C=C1 (2-(4-chlorophenoxy)-5-thiazolecarboxaldehyde), C(=O)(OCC)C=P(C1=CC=CC=C1)(C1=CC=CC=C1)C1=CC=CC=C1 ((carboethoxymethylene)triphenylphosphorane). Procedure details: A solution of 2-(4-chlorophenoxy)-5-thiazolecarboxaldehyde from above and (carboethoxymethylene)triphenylphosphorane (9.51 g, 27.3 mmol) in toluene (125 mL) was refluxed for 1 hr. It was then cooled to r.t. and concentrated in vacuo. The residue was taken up in ether and the triphenylphosphine filtered off. The filtrate was concentrated to afford ethyl trans-3-(2-(4-chlorOphenoxy)-5-thiazolyl)propenoate which was used as is. The reactants are FC(OC=1C=C(C=CC1)N1N=C(C(C=C1)=O)C(\C=C\N(C)C)=O)F (1-(3-Difluoromethoxy-phenyl)-3-((E)-3-dimethylamino-acryloyl)-1H-pyridazin-4-one), N(=O)[O-].[Na+] (sodium nitrite), [Sn](Cl)Cl (tin(II) chloride), FC=1C=C(C=CC1)NN ((3-fluoro-phenyl)-hydrazine), amino. Yields the product FC(OC=1C=C(C=CC1)N1N=C(C(C=C1)=O)C=1N(N=CC1)C1=CC(=CC=C1)F)F (1-(3-Difluoromethoxy-phenyl)-3-[2-(3-fluoro-phenyl)-2H-pyrazol-3-yl]-1H-pyridazin-4-one). Isolated yield 37.0%. Reaction SMILES: [F:1][CH:2]([F:24])[O:3][C:4]1[CH:5]=[C:6]([N:10]2[CH:15]=[CH:14][C:13](=[O:16])[C:12]([C:17](=O)/[CH:18]=[CH:19]/[N:20](C)C)=[N:11]2)[CH:7]=[CH:8][CH:9]=1.[F:25][C:26]1[CH:27]=[C:28]([NH:32]N)[CH:29]=[CH:30][CH:31]=1.N([O-])=O.[Na+].[Sn](Cl)Cl>>[F:1][CH:2]([F:24])[O:3][C:4]1[CH:5]=[C:6]([N:10]2[CH:15]=[CH:14][C:13](=[O:16])[C:12]([C:17]3[N:32]([C:28]4[CH:29]=[CH:30][CH:31]=[C:26]([F:25])[CH:27]=4)[N:20]=[CH:19][CH:18]=3)=[N:11]2)[CH:7]=[CH:8][CH:9]=1 |f:2.3|. Procedure details: The product was obtained starting from 1-(3-Difluoromethoxy-phenyl)-3-((E)-3-dimethylamino-acryloyl)-1H-pyridazin-4-one (A-10) and (3-fluoro-phenyl)-hydrazine (prepared from the corresponding amino derivative using sodium nitrite and tin(II) chloride as described in J. Med. Chem. 2003, 46, 4676-4686) according to the method described for Example 91 in 37% yield. MS: M=399.1 (M+H)+ Reactants: C(#N)[BH3-].[Na+] (sodium cyanoborohydride), C(=O)(OC(C)(C)C)N1CC(CC1)=O (1-N-BOC-3-pyrrolidinone), C(C1=CC=CC=C1)OC(=O)N1CCNCC1 (benzyl-1-piperazinecarboxylate). Reagents/catalysts: CC([O-])C.[Ti+4].CC([O-])C.CC([O-])C.CC([O-])C (titanium (IV) isopropoxide). The solvent is C(C)O (Ethanol). Yields the product C(C1=CC=CC=C1)OC(=O)N1CCN(CC1)C1CNCC1 (4-Pyrrolidin-3-yl-piperazine-1-carboxylic acid benzyl ester). RXN SMILES: C([N:8]1[CH2:12][CH2:11][C:10](=O)[CH2:9]1)(OC(C)(C)C)=O.[CH2:14]([O:21][C:22]([N:24]1[CH2:29][CH2:28][NH:27][CH2:26][CH2:25]1)=[O:23])[C:15]1[CH:20]=[CH:19][CH:18]=[CH:17][CH:16]=1.C([BH3-])#N.[Na+]>CC(C)[O-].[Ti+4].CC(C)[O-].CC(C)[O-].CC(C)[O-].C(O)C>[CH2:14]([O:21][C:22]([N:24]1[CH2:29][CH2:28][N:27]([CH:10]2[CH2:11][CH2:12][NH:8][CH2:9]2)[CH2:26][CH2:25]1)=[O:23])[C:15]1[CH:20]=[CH:19][CH:18]=[CH:17][CH:16]=1 |f:2.3,4.5.6.7.8|. Procedure details: 1-N-BOC-3-pyrrolidinone (500 mg, 2.70 mmol), benzyl-1-piperazinecarboxylate (595 mg, 2.70 mmol) and titanium (IV) isopropoxide (960 mg, 3.37 mmol) are stirred under argon for 1 hour. Ethanol (3 ml) and sodium cyanoborohydride (113 mg, 1.80 mmol) are added and the reaction mixture stirred at room temperature over night. The compound is purified by reverse phase column chromatography (Isolute™ C18, 0-100% MeCN in water—0.1% TFA), followed by deprotection using trifluoroacetic acid (5 ml). The solv...